Dataset: the Open Reaction Database (ORD), a public repository of structured organic reaction records. Task: describe an organic reaction: reactants, conditions, products, and yield Starting materials: OC(=O)C(F)(F)F.ONC(=O)[C@@H]1[C@H](N(C[C@H](C1)OC1=CC=NC=C1)C)C(=O)N1CCC(=CC1)C1=CC=CC=C1 ((2S,3S,5S)—N-hydroxy-1-methyl-2-[(4-phenyl-3,6-dihydropyridin-1(2H)-yl)carbonyl]-5-(pyridin-4-yloxy)piperidine-3-carboxamide TFA salt), [H][H] (hydrogen). Reagents/catalysts: [Pd].[O-]S(=O)(=O)[O-].[Ba+2] (Pd BaSO4). Run in CO (MeOH). Yields the product ONC(=O)[C@@H]1[C@H](N(C[C@H](C1)OC1=CC=NC=C1)C)C(=O)N1CCC(CC1)C1=CC=CC=C1 ((2S,3S,5S)—N-hydroxy-1-methyl-2-[(4-phenylpiperidin-1-yl)carbonyl]-5-(pyridin-4-yloxy)piperidine-3-carboxamide). The yield is 91.2%. RXN SMILES: OC(C(F)(F)F)=O.[OH:8][NH:9][C:10]([C@H:12]1[CH2:17][C@H:16]([O:18][C:19]2[CH:24]=[CH:23][N:22]=[CH:21][CH:20]=2)[CH2:15][N:14]([CH3:25])[C@@H:13]1[C:26]([N:28]1[CH2:33][CH:32]=[C:31]([C:34]2[CH:39]=[CH:38][CH:37]=[CH:36][CH:35]=2)[CH2:30][CH2:29]1)=[O:27])=[O:11].[H][H]>CO.[Pd].[O-]S([O-])(=O)=O.[Ba+2]>[OH:8][NH:9][C:10]([C@H:12]1[CH2:17][C@H:16]([O:18][C:19]2[CH:20]=[CH:21][N:22]=[CH:23][CH:24]=2)[CH2:15][N:14]([CH3:25])[C@@H:13]1[C:26]([N:28]1[CH2:33][CH2:32][CH:31]([C:34]2[CH:35]=[CH:36][CH:37]=[CH:38][CH:39]=2)[CH2:30][CH2:29]1)=[O:27])=[O:11] |f:0.1,4.5.6|. Reported procedure: A mixture of (2S,3S,5S)—N-hydroxy-1-methyl-2-[(4-phenyl-3,6-dihydropyridin-1(2H)-yl)carbonyl]-5-(pyridin-4-yloxy)piperidine-3-carboxamide TFA salt (4 mg, 0.00001 mol) in 1 mL of MeOH was hydrogenated in the presence of 5% Pd/BaSO4, under balloon pressure of hydrogen, for 2 h. After filtered off the catalyst, the filtration was concentrated to dry to yield the titled compound (4 mg, 100%). MS (ESI): (M+H)+=439.2. The reactants are CN(C)C1CCc2ccccc2C(Oc2ccc([N+](=O)[O-])cc2)C1, CCO, [H][H], O=[Pt]=O. The product is CN(C)C1CCc2ccccc2C(Oc2ccc(N)cc2)C1. RXN SMILES: [CH3:1][N:2]([CH:3]1[CH2:4][CH:5]([O:14][c:15]2[cH:16][cH:17][c:18]([N+:21]([O-:22])=[O:23])[cH:19][cH:20]2)[c:6]2[c:7]([cH:10][cH:11][cH:12][cH:13]2)[CH2:8][CH2:9]1)[CH3:24].[CH3:25][CH2:26][OH:27].[H:28][H:29].[Pt:30](=[O:31])=[O:32]>>[CH3:1][N:2]([CH:3]1[CH2:4][CH:5]([O:14][c:15]2[cH:16][cH:17][c:18]([NH2:21])[cH:19][cH:20]2)[c:6]2[c:7]([cH:10][cH:11][cH:12][cH:13]2)[CH2:8][CH2:9]1)[CH3:24].